Dataset: the Open Reaction Database (ORD), a public repository of structured organic reaction records. Task: describe an organic reaction: reactants, conditions, products, and yield Reactants: ClC1=NC(=CC(=N1)C(=O)N)N1CCC(CC1)NC(=O)C=1NC(=C(C1Cl)Cl)C (2-Chloro-6-(4-{[(3,4-dichloro-5-methyl-1H-pyrrol-2-yl)carbonyl]amino}piperidin-1-yl)pyrimidine-4-carboxamide), C[Si](C)(C)OP(=O)=O (trimethylsilyl polyphosphate), amide, O=P12OP3(=O)OP(=O)(O1)OP(=O)(O2)O3 (P2O5), C[Si](O[Si](C)(C)C)(C)C (hexamethyldisiloxane), C[Si](C)(C)OP(=O)=O (trimethylsilyl polyphosphate). Solvent: C1(=CC=CC=C1)C (toluene). Conditions: temperature 80 celsius, time 2.5 day. Product: C[Si](C)(C)OP(=O)=O (trimethylsilyl polyphosphate), ClC1=C(NC(=C1Cl)C)C(=O)NC1CCN(CC1)C1=NC(=NC(=C1)C#N)Cl (3,4-Dichloro-N-[1-(2-chloro-6-cyanopyrimidin-4-yl)piperidin-4-yl]-5-methyl-1H-pyrrole-2-carboxamide). Reaction SMILES: O=P12OP3(OP(OP(O3)(O1)=O)(=O)O2)=O.C[Si](C)(C)O[Si](C)(C)C.[Cl:24][C:25]1[N:30]=[C:29]([C:31]([NH2:33])=O)[CH:28]=[C:27]([N:34]2[CH2:39][CH2:38][CH:37]([NH:40][C:41]([C:43]3[NH:44][C:45]([CH3:50])=[C:46]([Cl:49])[C:47]=3[Cl:48])=[O:42])[CH2:36][CH2:35]2)[N:26]=1.[CH3:51][Si:52]([O:55][P:56](=[O:58])=[O:57])([CH3:54])[CH3:53]>C1(C)C=CC=CC=1>[CH3:51][Si:52]([O:55][P:56](=[O:58])=[O:57])([CH3:54])[CH3:53].[Cl:48][C:47]1[C:46]([Cl:49])=[C:45]([CH3:50])[NH:44][C:43]=1[C:41]([NH:40][CH:37]1[CH2:38][CH2:39][N:34]([C:27]2[CH:28]=[C:29]([C:31]#[N:33])[N:30]=[C:25]([Cl:24])[N:26]=2)[CH2:35][CH2:36]1)=[O:42]. Procedure details: A stock solution of trimethylsilyl polyphosphate (prepared according to Yokoyama, Masataka; Yoshida, Sayaka; Imamoto, Tsuneo. Synthesis, 1982, 7, 591-592) was prepared by combining P2O5 (10 g) and hexamethyldisiloxane (25 ml) in anhydrous toluene (50 ml) and heating the mixture at 80° C. until it became a clear solution (about 45 minutes). 2-Chloro-6-(4-{[(3,4-dichloro-5-methyl-1H-pyrrol-2-yl)carbonyl]amino}piperidin-1-yl)pyrimidine-4-carboxamide (Example 37, 2.1 g, 4.8 mmol) was treated with tr... Starting materials: C1CCOC1, CO, O=[N+]([O-])c1ccc(Oc2ccnc(NCCCO)n2)cc1. Product: Nc1ccc(Oc2ccnc(NCCCO)n2)cc1. As a reaction SMILES: [CH2:22]1[O:23][CH2:24][CH2:25][CH2:26]1.[CH3:27][OH:28].[N+:1]([O-:2])(=[O:3])[c:4]1[cH:5][cH:6][c:7]([O:8][c:9]2[n:10][c:11]([NH:15][CH2:16][CH2:17][CH2:18][OH:19])[n:12][cH:13][cH:14]2)[cH:20][cH:21]1>>[NH2:1][c:4]1[cH:5][cH:6][c:7]([O:8][c:9]2[n:10][c:11]([NH:15][CH2:16][CH2:17][CH2:18][OH:19])[n:12][cH:13][cH:14]2)[cH:20][cH:21]1. Starting materials: ClC1=CC(=C(C(=C1C)C=1C(=NOC1C)C)C1=CC(=CC=C1)F)C(C)=O (1-[4-chloro-6-(3,5-dimethylisoxazol-4-yl)-3′-fluoro-5-methylbiphenyl-2-yl]ethanone), C(C)(=O)[O-].[NH4+] (ammonium acetate), C(#N)[BH3-].[Na+] (sodium cyanoborohydride), O1CCCC1 (tetrahydrofuran). The solvent is CO (methanol), C(C)#N (acetonitrile). The product is ClC1=CC(=C(C(=C1C)C=1C(=NOC1C)C)C1=CC(=CC=C1)F)C(C)N (1-[4-Chloro-6-(3,5-dimethylisoxazol-4-yl)-3′-fluoro-5-methylbiphenyl-2-yl]ethanamine). Isolated yield 87.0%. Reaction SMILES: [Cl:1][C:2]1[C:7]([CH3:8])=[C:6]([C:9]2[C:10]([CH3:15])=[N:11][O:12][C:13]=2[CH3:14])[C:5]([C:16]2[CH:21]=[CH:20][CH:19]=[C:18]([F:22])[CH:17]=2)=[C:4]([C:23](=O)[CH3:24])[CH:3]=1.C([O-])(=O)C.[NH4+].C([BH3-])#[N:32].[Na+].O1CCCC1>CO.C(#N)C>[Cl:1][C:2]1[C:7]([CH3:8])=[C:6]([C:9]2[C:10]([CH3:15])=[N:11][O:12][C:13]=2[CH3:14])[C:5]([C:16]2[CH:21]=[CH:20][CH:19]=[C:18]([F:22])[CH:17]=2)=[C:4]([CH:23]([NH2:32])[CH3:24])[CH:3]=1 |f:1.2,3.4|. Reported procedure: A mixture of 1-[4-chloro-6-(3,5-dimethylisoxazol-4-yl)-3′-fluoro-5-methylbiphenyl-2-yl]ethanone (40 mg, 0.11 mmol), ammonium acetate (86 mg, 1.1 mmol) and 1.0 M sodium cyanoborohydride in tetrahydrofuran (0.28 mL, 0.28 mmol) in methanol (0.6 mL) and acetonitrile (0.6 mL) was heated at 65° C. overnight. The mixture was cooled to room temperature, quenched with saturated sodium bicarbonate solution and extracted with dichloromethane. The combined organic layers were dried over MgSO4, filtered and ... The reactants are CC(=O)N1Cc2cc(NC(=O)c3cccnc3NCc3ccc4cc[nH]c4n3)ccc2C(C)(C)C1, CCO, Cl, [Na+], O=C([O-])O. Product: CC1(C)CNCc2cc(NC(=O)c3cccnc3NCc3ccc4cc[nH]c4n3)ccc21. RXN SMILES: [C:1](=[O:2])([CH3:3])[N:4]1[CH2:5][c:6]2[cH:7][c:8]([NH:16][C:17]([c:18]3[c:19]([NH:24][CH2:25][c:26]4[cH:27][cH:28][c:29]5[c:30]([n:31]4)[nH:32][cH:33][cH:34]5)[n:20][cH:21][cH:22][cH:23]3)=[O:35])[cH:9][cH:10][c:11]2[C:12]([CH3:14])([CH3:15])[CH2:13]1.[CH3:42][CH2:43][OH:44].[ClH:36].[Na+:41].[O-:37][C:38]([OH:39])=[O:40]>>[NH:4]1[CH2:5][c:6]2[cH:7][c:8]([NH:16][C:17]([c:18]3[c:19]([NH:24][CH2:25][c:26]4[cH:27][cH:28][c:29]5[c:30]([n:31]4)[nH:32][cH:33][cH:34]5)[n:20][cH:21][cH:22][cH:23]3)=[O:35])[cH:9][cH:10][c:11]2[C:12]([CH3:14])([CH3:15])[CH2:13]1. Reactants: CCS(=O)(=O)NC(c1cncc(Br)c1)C1CC1, CC1(C)OB(c2ccc(C#N)c(Cl)c2)OC1(C)C, [Na+], [Na+], O=C([O-])[O-], CN(C)C=O. Product: CCS(=O)(=O)NC(c1cncc(-c2ccc(C#N)c(Cl)c2)c1)C1CC1. Reaction SMILES: [Br:1][c:2]1[cH:3][c:4]([CH:8]([NH:9][S:10](=[O:11])(=[O:12])[CH2:13][CH3:14])[CH:15]2[CH2:16][CH2:17]2)[cH:5][n:6][cH:7]1.[Cl:18][c:19]1[c:20]([C:21]#[N:22])[cH:23][cH:24][c:25]([B:27]2[O:28][C:29]([CH3:30])([CH3:31])[C:32]([CH3:33])([CH3:34])[O:35]2)[cH:26]1.[Na+:36].[Na+:37].[O-:38][C:39](=[O:40])[O-:41].[O:42]=[CH:43][N:44]([CH3:45])[CH3:46]>>[c:2]1(-[c:25]2[cH:24][cH:23][c:20]([C:21]#[N:22])[c:19]([Cl:18])[cH:26]2)[cH:3][c:4]([CH:8]([NH:9][S:10](=[O:11])(=[O:12])[CH2:13][CH3:14])[CH:15]2[CH2:16][CH2:17]2)[cH:5][n:6][cH:7]1. Reactants: C(=C)C1=CC=NC=C1 (4-vinylpyridine), C(C1=CC=CC=C1)(C1=CC=CC=C1)O (benzhydrol), C[O-].[Na+] (sodium methoxide). Solvent: Cl (HCl). Reaction conditions: temperature 135 celsius. Yields the product C(C1=CC=CC=C1)(C1=CC=CC=C1)OCCC1=CC=NC=C1 (4-(2-(Benzhydryloxy)ethyl)pyridine). Isolated yield 31.6%. RXN SMILES: [CH:1]([C:3]1[CH:8]=[CH:7][N:6]=[CH:5][CH:4]=1)=[CH2:2].[CH:9]([OH:22])([C:16]1[CH:21]=[CH:20][CH:19]=[CH:18][CH:17]=1)[C:10]1[CH:15]=[CH:14][CH:13]=[CH:12][CH:11]=1.C[O-].[Na+]>Cl>[CH:9]([O:22][CH2:2][CH2:1][C:3]1[CH:8]=[CH:7][N:6]=[CH:5][CH:4]=1)([C:16]1[CH:17]=[CH:18][CH:19]=[CH:20][CH:21]=1)[C:10]1[CH:15]=[CH:14][CH:13]=[CH:12][CH:11]=1 |f:2.3|. Reported procedure: With reference to FIG. 7, to a stirred solution of 4-vinylpyridine 1 (10 g, 95.1 mmol) and benzhydrol 2 (35.04 g, 190 mmol), was added sodium methoxide (1.541 g, 28.5 mmol). The reaction mixture was heated at 130-140° C. for 20 hrs, cooled to RT and acidified with 1 N HCl (150 ml). The solution was extracted with ethyl acetate (3×30 ml) to remove unreacted benzhydrol and side product dibenzhydryl ether. The aqueous solution was further basified with 10% NaOH solution (pH 10) and extracted with d... Reactants: CN=C=S (Methyl-isothiocyanate), CN([C@@H]1CC[C@H](CC1)N)C (trans-4-dimethylamino-cyclohexanamine). Yields the product CN(C1CCC(CC1)NC(=S)NC)C (1-(4-dimethylaminocyclohexyl)-3-methyl-thiourea). RXN SMILES: [CH3:1][N:2]=[C:3]=[S:4].[CH3:5][N:6]([CH3:14])[C@H:7]1[CH2:12][CH2:11][C@H:10]([NH2:13])[CH2:9][CH2:8]1>>[CH3:5][N:6]([CH3:14])[CH:7]1[CH2:12][CH2:11][CH:10]([NH:13][C:3]([NH:2][CH3:1])=[S:4])[CH2:9][CH2:8]1. Reported procedure: 0.90 g of Methyl-isothiocyanate are added to a solution of 1.74 g of trans-4-dimethylamino-cyclohexanamine in 50 ml of EtAc. The mixture obtained is stirred at RT, solvent is evaporated and 1-(4-dimethylaminocyclohexyl)-3-methyl-thiourea is obtained. The reactants are C1CCOC1, C1CCOC1, CCCCCCC, CCc1ccccc1, CI, CC(C)[N-]C(C)C, Cc1cc(-c2ccccc2)nnc1Cl, [Li+], O. Product: CCc1cc(-c2ccccc2)nnc1Cl. As a reaction SMILES: [CH2:30]1[O:31][CH2:32][CH2:33][CH2:34]1.[CH2:46]1[O:47][CH2:48][CH2:49][CH2:50]1.[CH3:23][CH2:24][CH2:25][CH2:26][CH2:27][CH2:28][CH3:29].[CH3:35][CH2:36][c:37]1[cH:38][cH:39][cH:40][cH:41][cH:42]1.[CH3:43][I:44].[CH:15]([N-:16][CH:17]([CH3:18])[CH3:19])([CH3:20])[CH3:21].[Cl:1][c:2]1[n:3][n:4][c:5](-[c:9]2[cH:10][cH:11][cH:12][cH:13][cH:14]2)[cH:6][c:7]1[CH3:8].[Li+:22].[OH2:45]>>[Cl:1][c:2]1[n:3][n:4][c:5](-[c:9]2[cH:10][cH:11][cH:12][cH:13][cH:14]2)[cH:6][c:7]1[CH2:8][CH3:15]. Reactants: COC1=CC=C(CN2C(C3(C4=C5C(=CC=C24)N=CS5)COC5=CC2=C(OCCO2)C=C53)=O)C=C1 (6′-(4-methoxybenzyl)-2,3-dihydrospiro[furo[2,3-g][1,4]benzodioxine-8,8′-[1,3]thiazolo[5,4-e]indol]-7′(6′H)-one), FC(S(=O)(=O)O)(F)F (trifluoromethanesulfonic acid). The solvent is ClCCl (dichloromethane), FC(C(=O)O)(F)F (trifluoroacetic acid). Conditions: time 16 hour. The product is S1C=NC=2C1=C1C3(C(NC1=CC2)=O)COC2=CC1=C(OCCO1)C=C23 (2,3-dihydrospiro[furo[2,3-g][1,4]benzodioxine-8,8′-[1,3]thiazolo[5,4-e]indol]-7′(6′H)-one). The yield is 46.1%. RXN SMILES: COC1C=CC(C[N:8]2[C:16]3[C:11](=[C:12]4[S:19][CH:18]=[N:17][C:13]4=[CH:14][CH:15]=3)[C:10]3([C:31]4[C:22](=[CH:23][C:24]5[O:29][CH2:28][CH2:27][O:26][C:25]=5[CH:30]=4)[O:21][CH2:20]3)[C:9]2=[O:32])=CC=1.FC(F)(F)S(O)(=O)=O>ClCCl.FC(F)(F)C(O)=O>[S:19]1[C:12]2=[C:11]3[C:16](=[CH:15][CH:14]=[C:13]2[N:17]=[CH:18]1)[NH:8][C:9](=[O:32])[C:10]13[C:31]2[C:22](=[CH:23][C:24]3[O:29][CH2:28][CH2:27][O:26][C:25]=3[CH:30]=2)[O:21][CH2:20]1. Procedure: To a solution of 6′-(4-methoxybenzyl)-2,3-dihydrospiro[furo[2,3-g][1,4]benzodioxine-8,8′-[1,3]thiazolo[5,4-e]indol]-7′(6′H)-one (1.9 g, 4.0 mmol) in dichloromethane (40 mL) and trifluoroacetic acid (40 mL) was added at ambient temperature trifluoromethanesulfonic acid (1.8 mL, 20 mmol). The mixture was stirred at ambient temperature for 16 h and concentrated in vacuo Water was added to the residue and the mixture was extracted with ethyl acetate. The combined organic extracts were washed with sa...